Dataset: the Open Reaction Database (ORD), a public repository of structured organic reaction records. Task: describe an organic reaction: reactants, conditions, products, and yield Starting materials: C(C)(=O)SC\C(\C(=O)O)=C/C1=CC=C(C=C1)C1=CC=CC=C1 ((Z)-2-acetylthiomethyl-3-(4-phenylphenyl)propenoic acid), NCCC(=O)OCC1=CC=CC=C1 (benzyl β-alaninate). Product: O=C(/C(=C/C1=CC=C(C=C1)C1=CC=CC=C1)/CSC(C)=O)NCCC(=O)OCC1=CC=CC=C1 (benzyl N-(Z)-[1-oxo-2-(acetylthiomethyl)-3-(4-phenylphenyl)propenyl]-β-alaninate). RXN SMILES: [C:1]([S:4][CH2:5]/[C:6](=[CH:10]\[C:11]1[CH:16]=[CH:15][C:14]([C:17]2[CH:22]=[CH:21][CH:20]=[CH:19][CH:18]=2)=[CH:13][CH:12]=1)/[C:7]([OH:9])=O)(=[O:3])[CH3:2].[NH2:23][CH2:24][CH2:25][C:26]([O:28][CH2:29][C:30]1[CH:35]=[CH:34][CH:33]=[CH:32][CH:31]=1)=[O:27]>>[O:9]=[C:7]([NH:23][CH2:24][CH2:25][C:26]([O:28][CH2:29][C:30]1[CH:35]=[CH:34][CH:33]=[CH:32][CH:31]=1)=[O:27])/[C:6](/[CH2:5][S:4][C:1](=[O:3])[CH3:2])=[CH:10]/[C:11]1[CH:16]=[CH:15][C:14]([C:17]2[CH:22]=[CH:21][CH:20]=[CH:19][CH:18]=2)=[CH:13][CH:12]=1. Procedure: The (Z)-2-acetylthiomethyl-3-(4-phenylphenyl)propenoic acid obtained in step C is coupled with benzyl β-alaninate according to the experimental procedure described in Example 1 (step D). Product: CCC(Oc1ccc(C(C)(C)C)cc1)C(=O)OC1CC(C(C)(C)C)C=C2C=CC(C)C(CCC3CC(C(C)(C)C)C(O[SiH](C)C)C(=O)O3)(O[SiH](C)C)C21. Reaction SMILES: [C:18]([CH3:19])([CH3:20])([CH3:21])[CH:22]1[CH:23]=[C:24]2[CH:25]=[CH:26][CH:27]([CH3:54])[C:28]([CH2:33][CH2:34][CH:35]3[CH2:36][CH:37]([C:46]([CH3:47])([CH3:48])[CH3:49])[CH:38]([O:42][SiH:43]([CH3:44])[CH3:45])[C:39](=[O:41])[O:40]3)([O:50][SiH:51]([CH3:52])[CH3:53])[CH:29]2[CH:30]([OH:32])[CH2:31]1.[C:1]([CH3:2])([CH3:3])([CH3:4])[c:5]1[cH:6][cH:7][c:8]([O:9][CH:10]([C:11](=[O:12])[OH:13])[CH2:14][CH3:15])[cH:16][cH:17]1>>[C:1]([CH3:2])([CH3:3])([CH3:4])[c:5]1[cH:6][cH:7][c:8]([O:9][CH:10]([C:11]([O:12][CH:30]2[CH:29]3[C:24](=[CH:23][CH:22]([C:18]([CH3:19])([CH3:20])[CH3:21])[CH2:31]2)[CH:25]=[CH:26][CH:27]([CH3:54])[C:28]3([CH2:33][CH2:34][CH:35]2[CH2:36][CH:37]([C:46]([CH3:47])([CH3:48])[CH3:49])[CH:38]([O:42][SiH:43]([CH3:44])[CH3:45])[C:39](=[O:41])[O:40]2)[O:50][SiH:51]([CH3:52])[CH3:53])=[O:13])[CH2:14][CH3:15])[cH:16][cH:17]1. The reactants are CC1C=CC2=CC(C(C)(C)C)CC(O)C2C1(CCC1CC(C(C)(C)C)C(O[SiH](C)C)C(=O)O1)O[SiH](C)C, CCC(Oc1ccc(C(C)(C)C)cc1)C(=O)O.